This data is from the Open Reaction Database (ORD), a public repository of structured organic reaction records. The task is: describe an organic reaction: reactants, conditions, products, and yield Reactants: C(C)N1C2=C(C(C=3C=C(C=CC13)C(C)C)=O)C(C1=CC=CC=C12)=O (5-ethyl-8-isopropyl-5,10-dihydro-11H-indeno[1,2-b]quinolin-10,11-dione), solution, C1(=CC=CC=C1)[Mg]Br (phenyl magnesium bromide), C1CCOC1 (THF), Cl (hydrochloric acid). The solvent is C(Cl)Cl (methylene chloride), C(Cl)Cl (methylene chloride). Yields the product C(C)N1C2=C(C(C=3C=C(C=CC13)C(C)C)=O)C(C1=CC=CC=C12)(C1=CC=CC=C1)O (5-Ethyl-8-isopropyl-11-hydroxy-11-phenyl-5,10-dihydro-11H-indeno[1,2-b]quinolin-10-one). As a reaction SMILES: [C:1]1([Mg]Br)[CH:6]=[CH:5][CH:4]=[CH:3][CH:2]=1.C1COCC1.[CH2:14]([N:16]1[C:25]2[CH:24]=[CH:23][C:22]([CH:26]([CH3:28])[CH3:27])=[CH:21][C:20]=2[C:19](=[O:29])[C:18]2[C:30](=[O:37])[C:31]3[C:36]([C:17]1=2)=[CH:35][CH:34]=[CH:33][CH:32]=3)[CH3:15].Cl>C(Cl)Cl>[CH2:14]([N:16]1[C:25]2[CH:24]=[CH:23][C:22]([CH:26]([CH3:28])[CH3:27])=[CH:21][C:20]=2[C:19](=[O:29])[C:18]2[C:30]([OH:37])([C:1]3[CH:6]=[CH:5][CH:4]=[CH:3][CH:2]=3)[C:31]3[C:36]([C:17]1=2)=[CH:35][CH:34]=[CH:33][CH:32]=3)[CH3:15]. Procedure: 2M solution of phenyl magnesium bromide in THF (1.07 mL, 1.87 mmol) was dissolved in anhydrous methylene chloride. To this solution was added dropwise a solution of 5-ethyl-8-isopropyl-5,10-dihydro-11H-indeno[1,2-b]quinolin-10,11-dione (500 mg, 1.58 mmol) in anhydrous methylene chloride with ice cooling and stirring followed by stirring at room temperature overnight. The reaction mixture was treated with 10% hydrochloric acid. The organic layer was separated, washed sequentially with diluted hyd... The reactants are COC1=NC(=NC(=C1)OC)OC1=CC=C2C(C(=C(O2)C)C(=O)OCC)=C1C(=O)O (5-(4,6-dimethoxypyrimidin-2-yl)oxy-3-ethoxycarbonyl-2-methylbenzofuran-4-carboxylic acid), ice water, C(C(C)(C)C)(=O)OCCl (chloromethyl pivalate), C([O-])([O-])=O.[K+].[K+] (potassium carbonate). Solvent: CN(C=O)C (N,N-dimethylformamide). Conditions: time 6 hour. Product: COC1=NC(=NC(=C1)OC)OC1=CC=C2C(C(=C(O2)C)C(=O)OCC)=C1C(=O)OCOC(C(C)(C)C)=O (Pivaloyloxymethyl 5-(4,6-Dimethoxypyrimidin-2-yl)oxy-3-ethoxycarbonyl-2-methylbenzofuran-4-carboxylate). Yield: 83.7%. As a reaction SMILES: [CH3:1][O:2][C:3]1[CH:8]=[C:7]([O:9][CH3:10])[N:6]=[C:5]([O:11][C:12]2[C:26]([C:27]([OH:29])=[O:28])=[C:16]3[C:17]([C:21]([O:23][CH2:24][CH3:25])=[O:22])=[C:18]([CH3:20])[O:19][C:15]3=[CH:14][CH:13]=2)[N:4]=1.[C:30]([O:36][CH2:37]Cl)(=[O:35])[C:31]([CH3:34])([CH3:33])[CH3:32].C(=O)([O-])[O-].[K+].[K+]>CN(C)C=O>[CH3:10][O:9][C:7]1[CH:8]=[C:3]([O:2][CH3:1])[N:4]=[C:5]([O:11][C:12]2[C:26]([C:27]([O:29][CH2:37][O:36][C:30](=[O:35])[C:31]([CH3:34])([CH3:33])[CH3:32])=[O:28])=[C:16]3[C:17]([C:21]([O:23][CH2:24][CH3:25])=[O:22])=[C:18]([CH3:20])[O:19][C:15]3=[CH:14][CH:13]=2)[N:6]=1 |f:2.3.4|. Procedure details: A mixture comprising 0.40 g of 5-(4,6-dimethoxypyrimidin-2-yl)oxy-3-ethoxycarbonyl-2-methylbenzofuran-4-carboxylic acid, 0.26 g of chloromethyl pivalate and 0.21 g of potassium carbonate in 20 ml of N,N-dimethylformamide, was stirred at room temperature for 6 hours, then poured into ice water and extracted with ethyl acetate. The organic layer was washed with water and then dried over anhydrous sodium sulfate. It was concentrated under reduced pressure, and the oily substance thereby obtained wa... Starting materials: CC=1C=C(C=C(C1)C)[Mg]Br (3,5-Dimethylphenylmagnesium bromide), ClC1=C2C=C(CC2=CC=C1)C (4-Chloro-2-methylindene). The reagents and catalysts are Cl[Ni]([P](C1=CC=CC=C1)(C2=CC=CC=C2)C3=CC=CC=C3)([P](C4=CC=CC=C4)(C5=CC=CC=C5)C6=CC=CC=C6)Cl (NiCl2(PPh3)2). Run in CCOCC (Et2O), CCOCC (Et2O). Reaction conditions: time 8 hour. Yields the product CC=1C=C(C=C(C1)C)C1=C2C=C(CC2=CC=C1)C (4-(3′,5′-dimethylphenyl)-2-methylindene). As a reaction SMILES: Cl[C:2]1[CH:10]=[CH:9][CH:8]=[C:7]2[C:3]=1[CH:4]=[C:5]([CH3:11])[CH2:6]2.[CH3:12][C:13]1[CH:14]=[C:15]([Mg]Br)[CH:16]=[C:17]([CH3:19])[CH:18]=1>CCOCC.Cl[Ni](Cl)([P](C1C=CC=CC=1)(C1C=CC=CC=1)C1C=CC=CC=1)[P](C1C=CC=CC=1)(C1C=CC=CC=1)C1C=CC=CC=1>[CH3:12][C:13]1[CH:14]=[C:15]([C:2]2[CH:10]=[CH:9][CH:8]=[C:7]3[C:3]=2[CH:4]=[C:5]([CH3:11])[CH2:6]3)[CH:16]=[C:17]([CH3:19])[CH:18]=1 |^1:29,48|. Procedure: 4-Chloro-2-methylindene (8.9 g, 54 mmol) and NiCl2(PPh3)2 (1.8 g, 2.8 mmol) were dissolved in 150 mL of Et2O. 3,5-Dimethylphenylmagnesium bromide (10 g, 54 mmol) as a Et2O solution was added to the solution and the reaction was stirred overnight at room temperature. After overnight stirring, the reaction was slowly quenched with H2O to neutralize unreacted Grignard. The solution was subsequently treated with 100 mL of 10% HCl(aq), neutralized with saturated sodium bicarbonate aqueous solution. T... Reactants: N[C@H](CS)C(=O)O ((S)-Cysteine), C(C1=CC=CC=C1)(=O)O (benzoic acid). The product is C1(=CC=CC=C1)C=1SCC(N1)C(=O)O (2-phenylthiazoline-4-carboxylic acid). As a reaction SMILES: [NH2:1][C@@H:2]([C:5]([OH:7])=[O:6])[CH2:3][SH:4].[C:8](O)(=O)[C:9]1[CH:14]=[CH:13][CH:12]=[CH:11][CH:10]=1>>[C:9]1([C:8]2[S:4][CH2:3][CH:2]([C:5]([OH:7])=[O:6])[N:1]=2)[CH:14]=[CH:13][CH:12]=[CH:11][CH:10]=1. Procedure: (S)-Cysteine is reacted with benzoic acid to form 2-phenylthiazoline-4-carboxylic acid. 2-Phenylthiazoline-4-carboxylic acid is amidated with 4-benzyloxazolidone. The amidated 2-phenylthiazoline-4-carboxylic acid is alkylated with methyl iodide in the presence of TiCl4 and lithium diisopropylamide. The alkylated species is hydrolyzed by lithium hydroxide in methanol to obtain (S)-2-methylcysteine methyl ester.